Dataset: the Open Reaction Database (ORD), a public repository of structured organic reaction records. Task: describe an organic reaction: reactants, conditions, products, and yield Starting materials: O=Cc1cc(Br)ccc1O, CC#N, O=Cc1cc(Cl)ccc1O, [I-], O=C1CCC(=O)N1I, [K+], NCl, CN(C)C=O. Product: O=Cc1cc(Cl)cc(I)c1O. Reaction SMILES: [Br:19][c:20]1[cH:21][c:22]([CH:23]=[O:24])[c:25]([OH:26])[cH:27][cH:28]1.[CH3:38][C:39]#[N:40].[Cl:1][c:2]1[cH:3][cH:4][c:5]([OH:10])[c:6]([CH:7]=[O:8])[cH:9]1.[I-:30].[I:11][N:12]1[C:13](=[O:14])[CH2:15][CH2:16][C:17]1=[O:18].[K+:29].[NH2:31][Cl:32].[O:33]=[CH:34][N:35]([CH3:36])[CH3:37]>>[Cl:1][c:2]1[cH:3][c:4]([I:11])[c:5]([OH:10])[c:6]([CH:7]=[O:8])[cH:9]1.